Dataset: the Open Reaction Database (ORD), a public repository of structured organic reaction records. Task: describe an organic reaction: reactants, conditions, products, and yield Reagents/catalysts: [C].[Pd] (palladium carbon). Product: NC1=CC(=C(OC2=CC(=NC=C2)NC(=O)N2CCC(CC2)O)C=C1)F (4-(4-Amino-2-fluorophenoxy)-2-[(4-hydroxypiperidin-1-yl)carbonylamino]pyridine). Run in CO (methanol), O1CCCC1 (tetrahydrofuran). Reactants: FC1=C(OC2=CC(=NC=C2)NC(=O)N2CCC(CC2)O)C=CC(=C1)[N+](=O)[O-] (4-(2-Fluoro-4-nitrophenoxy)-2-[(4-hydroxypiperidin-1-yl)carbonylamino]pyridine), [H][H] (hydrogen). Procedure details: 4-(2-Fluoro-4-nitrophenoxy)-2-[(4-hydroxypiperidin-1-yl)carbonylamino]pyridine (169 mg) was dissolved in methanol (5 ml)-tetrahydrofuran (5 ml), and then 10% palladium carbon (200 mg) was added thereto under a nitrogen atmosphere, followed by replacing with hydrogen inside the system and stirring for 2 hrs. After replacing with nitrogen inside the system, the reaction mixture was filtered to remove the catalyst, which was washed with ethyl acetate. The filtrate was concentrated under a reduced p... Run at time 2 hour. RXN SMILES: [F:1][C:2]1[CH:24]=[C:23]([N+:25]([O-])=O)[CH:22]=[CH:21][C:3]=1[O:4][C:5]1[CH:10]=[CH:9][N:8]=[C:7]([NH:11][C:12]([N:14]2[CH2:19][CH2:18][CH:17]([OH:20])[CH2:16][CH2:15]2)=[O:13])[CH:6]=1.[H][H]>CO.O1CCCC1.[C].[Pd]>[NH2:25][C:23]1[CH:22]=[CH:21][C:3]([O:4][C:5]2[CH:10]=[CH:9][N:8]=[C:7]([NH:11][C:12]([N:14]3[CH2:15][CH2:16][CH:17]([OH:20])[CH2:18][CH2:19]3)=[O:13])[CH:6]=2)=[C:2]([F:1])[CH:24]=1 |f:4.5|. The solvent is TBF. Starting materials: B([C@H]1C[C@@H]2C[C@H]([C@@H]1C)C2(C)C)([C@H]3C[C@@H]4C[C@H]([C@@H]3C)C4(C)C)Cl ((+)-DIP chloride), C(C1=CC=CC=C1)N1C[C@@H](OCC1)C(=O)C1=CC=CC=C1 ((2R)-(4-benzyl-morpholin-2-yl)-phenyl-methanone). RXN SMILES: B(Cl)([C@@H]1[C@@H](C)[C@@H]2C(C)(C)[C@@H](C2)C1)[C@@H]1[C@@H](C)[C@@H]2C(C)(C)[C@@H](C2)C1.[CH2:23]([N:30]1[CH2:35][CH2:34][O:33][C@@H:32]([C:36]([C:38]2[CH:43]=[CH:42][CH:41]=[CH:40][CH:39]=2)=[O:37])[CH2:31]1)[C:24]1[CH:29]=[CH:28][CH:27]=[CH:26][CH:25]=1>>[C:38]1([C@H:36]([C@@H:32]2[O:33][CH2:34][CH2:35][N:30]([CH2:23][C:24]3[CH:29]=[CH:28][CH:27]=[CH:26][CH:25]=3)[CH2:31]2)[OH:37])[CH:39]=[CH:40][CH:41]=[CH:42][CH:43]=1. Reported procedure: To a stirred solution of (+)-DIP chloride (49.6 g, 155 mmol) in dry TBF (150 ml) under nitrogen was added (2R)-(4-benzyl-morpholin-2-yl)-phenyl-methanone (16.54 g, 58.89 mmol) in one portion. The reaction mixture was stirred at room temperature for 18 hours. The mixture was evaporated in vacuo and the crude oil taken up in methanol and absorbed onto 250 g SCX-2 ion exchange resin. After elution of borane residues with methanol the product was eluted with 2M ammonia in methanol. Removal of solven... Reaction conditions: time 18 hour. Product: C1(=CC=CC=C1)[C@@H](O)[C@H]1CN(CCO1)CC1=CC=CC=C1 ((R)-phenyl[(2R)-4-(phenylmethyl)morpholin-2-yl]methanol). Starting materials: [O-]S(=O)(=O)[O-].[Ca+2] (Drierite), CC1(OC(C(C(O1)=O)CC=1C=C(C#N)C=CC1)=O)C (3-((2,2-dimethyl-4,6-dioxo-1,3-dioxan-5-yl)methyl)benzonitrile), Intermediate 70, C(=O)(C(F)(F)F)O (TFA). Run in O (water). The product is C(#N)C=1C=C(CC(C(=O)O)C(=O)O)C=CC1 (2-(3-Cyanobenzyl)malonic acid). As a reaction SMILES: CC1(C)[O:7][C:6](=[O:8])[CH:5]([CH2:9][C:10]2[CH:11]=[C:12]([CH:15]=[CH:16][CH:17]=2)[C:13]#[N:14])[C:4](=[O:18])[O:3]1.C(O)(C(F)(F)F)=O.[O-]S([O-])(=O)=O.[Ca+2]>O>[C:13]([C:12]1[CH:11]=[C:10]([CH:17]=[CH:16][CH:15]=1)[CH2:9][CH:5]([C:4]([OH:18])=[O:3])[C:6]([OH:8])=[O:7])#[N:14] |f:2.3|. Reported procedure: A flask containing a mixture of 3-((2,2-dimethyl-4,6-dioxo-1,3-dioxan-5-yl)methyl)benzonitrile (4.53 g, 17.5 mmol, Intermediate 70: step a) TFA (30 mL) and water (14 mL) was equipped with a reflux condenser and Drierite® at the outlet, then heated in a 65° C. oil bath for 4 hours. The mixture was concentrated and the title compound was precipitated from water and filtered. Reactants: ClCCl, Cc1ccc(CO)nc1, O=S(Cl)Cl. The product is Cc1ccc(CCl)nc1. RXN SMILES: [CH2:14]([Cl:15])[Cl:16].[CH3:1][c:2]1[cH:3][cH:4][c:5]([CH2:8][OH:9])[n:6][cH:7]1.[S:10]([Cl:11])([Cl:12])=[O:13]>>[CH3:1][c:2]1[cH:3][cH:4][c:5]([CH2:8][Cl:12])[n:6][cH:7]1. Starting materials: C(C=C)(=O)OC1=C(C(=C(C(=C1F)F)F)F)F ((2,3,4,5,6-Pentafluorophenyl) prop-2-enoate), COC1=C(C=C(C(=C1)N1CCN(CC1)C)N)NC1=NC=CC(=N1)C=1C=NN2C1C=CC=C2 (4-methoxy-6-(4-methylpiperazin-1-yl)-N′(4-pyrazolo[1,5-a]-pyridin-3-ylpyrimidin-2-yl)benzene-1,3-diamine), COC1=C(C=C(C(=C1)N1CCN(CC1)C)N)NC1=NC=CC(=N1)C=1C=NN2C1C=CC=C2 (4-methoxy-6-(4-methylpiperazin-1-yl)-N′(4-pyrazolo[1,5-a]-pyridin-3-ylpyrimidin-2-yl)benzene-1,3-diamine). The solvent is CN(C)C=O (DMF), C(Cl)Cl (CH2Cl2), C(Cl)Cl (CH2Cl2). Conditions: time 1.5 hour. The product is COC1=CC(=C(C=C1NC1=NC=CC(=N1)C=1C=NN2C1C=CC=C2)NC(C=C)=O)N2CCN(CC2)C (N-[4-Methoxy-2-(4-methylpiperazin-1-yl)-5-[(4-pyrazolo[1,5-a]pyridin-3-ylpyrimidin-2-yl)amino]phenyl]prop-2-enamide). The yield is 29.7%. As a reaction SMILES: [C:1](OC1C(F)=C(F)C(F)=C(F)C=1F)(=[O:4])[CH:2]=[CH2:3].[CH3:17][O:18][C:19]1[CH:24]=[C:23]([N:25]2[CH2:30][CH2:29][N:28]([CH3:31])[CH2:27][CH2:26]2)[C:22]([NH2:32])=[CH:21][C:20]=1[NH:33][C:34]1[N:39]=[C:38]([C:40]2[CH:41]=[N:42][N:43]3[CH:48]=[CH:47][CH:46]=[CH:45][C:44]=23)[CH:37]=[CH:36][N:35]=1>CN(C=O)C.C(Cl)Cl>[CH3:17][O:18][C:19]1[C:20]([NH:33][C:34]2[N:39]=[C:38]([C:40]3[CH:41]=[N:42][N:43]4[CH:48]=[CH:47][CH:46]=[CH:45][C:44]=34)[CH:37]=[CH:36][N:35]=2)=[CH:21][C:22]([NH:32][C:1](=[O:4])[CH:2]=[CH2:3])=[C:23]([N:25]2[CH2:30][CH2:29][N:28]([CH3:31])[CH2:27][CH2:26]2)[CH:24]=1. Procedure details: (2,3,4,5,6-Pentafluorophenyl) prop-2-enoate (0.030 mL, 0.19 mmol) was added dropwise to a solution of 4-methoxy-6-(4-methylpiperazin-1-yl)-N′(4-pyrazolo[1,5-a]-pyridin-3-ylpyrimidin-2-yl)benzene-1,3-diamine (Intermediate 69, 67 mg, 0.16 mmol) in DMF (0.6 mL) at r.t. under N2. The resulting solution was stirred at r.t. for 1.5 h and then diluted with CH2Cl2 (9 mL). This solution was added to 1.5 g flash silica which was wet with CH2Cl2 in a dry-loaded cartridge, and the crude product was eluted f... Starting materials: ClC1=NC=C(C(=O)O)C=C1 (6-chloronicotinic acid), CN (methylamine). Solvent: CO (methanol), C(C)O (ethanol). Run at temperature 140 celsius. The product is Cl.CNC1=NC=C(C(=O)O)C=C1 (6-Methylaminonicotinic acid hydrochloride). The yield is 69.0%. RXN SMILES: [Cl:1][C:2]1[CH:10]=[CH:9][C:5]([C:6]([OH:8])=[O:7])=[CH:4][N:3]=1.[CH3:11][NH2:12]>CO.C(O)C>[ClH:1].[CH3:11][NH:12][C:2]1[CH:10]=[CH:9][C:5]([C:6]([OH:8])=[O:7])=[CH:4][N:3]=1 |f:4.5|. Reported procedure: 6-chloronicotinic acid (4.5 g) was dissolved in methanol (50 ml), treated with 33% methylamine in ethanol solution (25 ml) and heated in a sealed bomb at 140° C. for 18 hours. The mixture was cooled and evaporated to dryness. Trituration with 1:1 methanol/diethyl ether gave the title compound (3.7 g, 69%). MS (+ve is an electrospray) m/z 153 (MH+. 100%). Starting materials: COC=1C=CC2=C(SC(=C2)C)C1 (6-Methoxy-2-methylbenzo[b]thiophene), Na2S2O6, BrBr (Br2). Run in C(Cl)(Cl)Cl (CHCl3), C(Cl)(Cl)Cl (CHCl3). Conditions: time 30 minute. Yields the product BrC=1C2=C(SC1C)C=C(C=C2)OC (3-Bromo-6-methoxy-2-methylbenzo[b]thiophene). Isolated yield 85.3%. Reaction SMILES: [CH3:1][O:2][C:3]1[CH:4]=[CH:5][C:6]2[CH:10]=[C:9]([CH3:11])[S:8][C:7]=2[CH:12]=1.[Br:13]Br>C(Cl)(Cl)Cl>[Br:13][C:10]1[C:6]2[CH:5]=[CH:4][C:3]([O:2][CH3:1])=[CH:12][C:7]=2[S:8][C:9]=1[CH3:11]. Reported procedure: A mixture of 20.63 g (0.13 mol) of 6-Methoxy-2-methylbenzo[b]thiophene and 250 mL of CHCl3 is cooled by using a ice-water bath. A solution consisting of 20.08 g (0.14 mol) of Br2 and 90 mL of CHCl3 is added dropwise. After the addition is completed, the mixture is stirred for 30 min at room temperature and then hydrolysed with 300 mL of saturated aqueous Na2S2O6 solution. The aqueous phase is extracted twice with 300 mL of CHCl3. The combined organic phases are washed several times with water, d...